Dataset: the Open Reaction Database (ORD), a public repository of structured organic reaction records. Task: describe an organic reaction: reactants, conditions, products, and yield Starting materials: N1C=NC=C1 (imidazole), ClC=1N=C(C2=C(N1)SC(=C2)CC)NCCC2=CC1=C(C=C2)OCO1 (2-chloro-6-ethyl-4-(3,4-methylenedioxyphenethylamino)-thieno-[2,3-d]-pyrimidine). Product: N1(C=NC=C1)C=1N=C(C2=C(N1)SC(=C2)CC)NCCC2=CC1=C(C=C2)OCO1 (2-(imidazol-1-yl)-6-ethyl-4-(3,4-methylenedioxyphenethylamino)-thieno-[2,3-d]-pyrimidine). As a reaction SMILES: [NH:1]1[CH:5]=[CH:4][N:3]=[CH:2]1.Cl[C:7]1[N:8]=[C:9]([NH:18][CH2:19][CH2:20][C:21]2[CH:26]=[CH:25][C:24]3[O:27][CH2:28][O:29][C:23]=3[CH:22]=2)[C:10]2[CH:15]=[C:14]([CH2:16][CH3:17])[S:13][C:11]=2[N:12]=1>>[N:1]1([C:7]2[N:8]=[C:9]([NH:18][CH2:19][CH2:20][C:21]3[CH:26]=[CH:25][C:24]4[O:27][CH2:28][O:29][C:23]=4[CH:22]=3)[C:10]3[CH:15]=[C:14]([CH2:16][CH3:17])[S:13][C:11]=3[N:12]=2)[CH:5]=[CH:4][N:3]=[CH:2]1. Procedure details: Following the procedure of Example 97, the reaction of imidazole with 2-chloro-6-ethyl-4-(3,4-methylenedioxyphenethylamino)-thieno-[2,3-d]-pyrimidine gives 2-(imidazol-1-yl)-6-ethyl-4-(3,4-methylenedioxyphenethylamino)-thieno-[2,3-d]-pyrimidine. Reactants: C(C)OC(N(C)C)OCC (N,N-dimethylformamide diethyl acetal), [Cl-].CN(C1=CC=C(C=N[N+]2=C(N(C=C2)N=CC2=CC=C(C=C2)N(C)C)C)C=C1)C (1,3-bis[[p-(dimethylamino)benzylidene]amino]-2-methylimidazolium chloride), CCOCC (ether). The solvent is CN(C=O)C (dimethylformamide). Conditions: time 4 day. Yields the product [Cl-].CN(C1=CC=C(C=N[N+]2=C(N(C=C2)N=CC2=CC=C(C=C2)N(C)C)C=CN(C)C)C=C1)C (1,3-bis[[p-(dimethylamino) benzylidene]amino]-2-[2-(dimethylamino)vinyl]imidazolium chloride). As a reaction SMILES: C(O[CH:4](OCC)[N:5]([CH3:7])[CH3:6])C.[Cl-:11].[CH3:12][N:13]([CH3:39])[C:14]1[CH:38]=[CH:37][C:17]([CH:18]=[N:19][N+:20]2[CH:24]=[CH:23][N:22]([N:25]=[CH:26][C:27]3[CH:32]=[CH:31][C:30]([N:33]([CH3:35])[CH3:34])=[CH:29][CH:28]=3)[C:21]=2[CH3:36])=[CH:16][CH:15]=1.CCOCC>CN(C)C=O>[Cl-:11].[CH3:35][N:33]([CH3:34])[C:30]1[CH:31]=[CH:32][C:27]([CH:26]=[N:25][N+:22]2[CH:23]=[CH:24][N:20]([N:19]=[CH:18][C:17]3[CH:16]=[CH:15][C:14]([N:13]([CH3:12])[CH3:39])=[CH:38][CH:37]=3)[C:21]=2[CH:36]=[CH:4][N:5]([CH3:7])[CH3:6])=[CH:28][CH:29]=1 |f:1.2,5.6|. Reported procedure: 73.5 g of N,N-dimethylformamide diethyl acetal are added to 20.5 g of 1,3-bis[[p-(dimethylamino)benzylidene]amino]-2-methylimidazolium chloride in 400 ml of dry dimethylformamide. After stirring at 50° for 4 days, the mixture is left to cool. Then, 250 ml of ether are added thereto and the product is removed by filtration and is recrystallized from dry ethanol. There is obtained 1,3-bis[[p-(dimethylamino) benzylidene]amino]-2-[2-(dimethylamino)vinyl]imidazolium chloride of melting point 265° (de... Reactants: CN(C)CC(=O)O, Cc1cccn2cc(-c3ccc(CC(CN)NC(=O)c4ccc(OC(C)C)c(Cl)c4)cc3)nc12. Yields the product Cc1cccn2cc(-c3ccc(CC(CNC(=O)CN(C)C)NC(=O)c4ccc(OC(C)C)c(Cl)c4)cc3)nc12. Reaction SMILES: [CH3:35][N:36]([CH3:37])[CH2:38][C:39]([OH:40])=[O:41].[NH2:1][CH2:2][CH:3]([CH2:4][c:5]1[cH:6][cH:7][c:8](-[c:11]2[n:12][c:13]3[n:14]([cH:15][cH:16][cH:17][c:18]3[CH3:19])[cH:20]2)[cH:9][cH:10]1)[NH:21][C:22]([c:23]1[cH:24][c:25]([Cl:33])[c:26]([O:29][CH:30]([CH3:31])[CH3:32])[cH:27][cH:28]1)=[O:34]>>[NH:1]([CH2:2][CH:3]([CH2:4][c:5]1[cH:6][cH:7][c:8](-[c:11]2[n:12][c:13]3[n:14]([cH:15][cH:16][cH:17][c:18]3[CH3:19])[cH:20]2)[cH:9][cH:10]1)[NH:21][C:22]([c:23]1[cH:24][c:25]([Cl:33])[c:26]([O:29][CH:30]([CH3:31])[CH3:32])[cH:27][cH:28]1)=[O:34])[C:39]([CH2:38][N:36]([CH3:35])[CH3:37])=[O:40]. Reactants: CCN=C=NCCCN(C)C, CN1CCOCC1, ClCCl, Cl, COc1ccc(C2C=CCC(N)C(=O)N2CC2CC2)cc1, CC(C)CC(O)C(=O)NC(CC(C)C)C(=O)O. The product is COc1ccc(C2C=CCC(NC(=O)C(CC(C)C)NC(=O)C(O)CC(C)C)C(=O)N2CC2CC2)cc1. RXN SMILES: [CH3:39][CH2:40][N:41]=[C:42]=[N:43][CH2:44][CH2:45][CH2:46][N:47]([CH3:48])[CH3:49].[CH3:51][N:52]1[CH2:53][CH2:54][O:55][CH2:56][CH2:57]1.[Cl:58][CH2:59][Cl:60].[ClH:50].[NH2:1][CH:2]1[C:3](=[O:21])[N:4]([CH2:17][CH:18]2[CH2:19][CH2:20]2)[CH:5]([c:9]2[cH:10][cH:11][c:12]([O:15][CH3:16])[cH:13][cH:14]2)[CH:6]=[CH:7][CH2:8]1.[OH:22][CH:23]([C:24](=[O:25])[NH:26][CH:27]([CH2:28][CH:29]([CH3:30])[CH3:31])[C:32](=[O:33])[OH:34])[CH2:35][CH:36]([CH3:37])[CH3:38]>>[NH:1]([CH:2]1[C:3](=[O:21])[N:4]([CH2:17][CH:18]2[CH2:19][CH2:20]2)[CH:5]([c:9]2[cH:10][cH:11][c:12]([O:15][CH3:16])[cH:13][cH:14]2)[CH:6]=[CH:7][CH2:8]1)[C:32]([CH:27]([NH:26][C:24]([CH:23]([OH:22])[CH2:35][CH:36]([CH3:37])[CH3:38])=[O:25])[CH2:28][CH:29]([CH3:30])[CH3:31])=[O:33]. Starting materials: CCO, Nc1c([N+](=O)[O-])ccc(N2CCCC2)c1F. Product: Nc1ccc(N2CCCC2)c(F)c1N. As a reaction SMILES: [CH3:17][CH2:18][OH:19].[F:1][c:2]1[c:3]([NH2:4])[c:5]([N+:14]([O-:15])=[O:16])[cH:6][cH:7][c:8]1[N:9]1[CH2:10][CH2:11][CH2:12][CH2:13]1>>[F:1][c:2]1[c:3]([NH2:4])[c:5]([NH2:14])[cH:6][cH:7][c:8]1[N:9]1[CH2:10][CH2:11][CH2:12][CH2:13]1. The reactants are C[N+]1(CCOCC1)[O-] (4-methylmorpholine N-oxide), [O-]S(=O)(=S)[O-].[Na+].[Na+] (Na2S2O3), C(C=C)C1=CC(=NC=C1)C(=O)OCC (ethyl 4-allylpyridin-2-carboxylate), C(C=C)C1=CC(=NC=C1)C(=O)OCC (Ethyl 4-allylpyridin-2-carboxylate), O (water). The reagents and catalysts are [Os](=O)(=O)(=O)=O (osmium tetraoxide). Run in C(C)#N (acetonitrile). Reaction conditions: time 12 hour. The product is OC(CC1=CC(=NC=C1)C(=O)OCC)CO (Ethyl 4-(2,3-dihydroxypropyl)pyridin-2-carboxylate). Yield: 77.0%. Reaction SMILES: [CH2:1]([C:4]1[CH:9]=[CH:8][N:7]=[C:6]([C:10]([O:12][CH2:13][CH3:14])=[O:11])[CH:5]=1)[CH:2]=[CH2:3].[OH2:15].C[N+]1([O-])CC[O:20]CC1.[O-]S([O-])(=S)=O.[Na+].[Na+]>C(#N)C.[Os](=O)(=O)(=O)=O>[OH:15][CH:2]([CH2:3][OH:20])[CH2:1][C:4]1[CH:9]=[CH:8][N:7]=[C:6]([C:10]([O:12][CH2:13][CH3:14])=[O:11])[CH:5]=1 |f:3.4.5|. Procedure: To a mixed solution of ethyl 4-allylpyridin-2-carboxylate (0.28 g) prepared in (1) in acetonitrile (9.0 mL)/water (3.0 mL) were added 4-methylmorpholine N-oxide (0.34 g) and aqueous 4% osmium tetraoxide (0.40 mL). The reaction mixture was stirred at RT for 12 hr. An excess amount of saturated aqueous Na2S2O3 was added to the reaction mixture and the mixture was extracted with ethyl acetate. The organic layer was dried over Na2SO4. The solvent was removed under reduced pressure. The residue was p... Run in C1CCOC1 (THF). Product: CC1=C(C(=CC(=C1)SC(C(C)C)C1=CC=C(S1)C(=O)O)C)C1=CC=C(C=C1)C(F)(F)F ((±)-5-[1-(2,6-dimethyl-4′-trifluoromethyl-biphenyl-4-ylsulfanyl)-2-methyl-propyl]-thiophene-2-carboxylic acid). The reactants are [OH-].[Li+] (lithium hydroxide), C(C)OC(=O)C=1SC(=CC1)C(C(C)C)SC1=CC(=C(C(=C1)C)C1=CC=C(C=C1)C(F)(F)F)C ((±)-5-[1-(2,6-dimethyl-4′-trifluoromethyl-biphenyl-4-ylsulfanyl)-2-methyl-propyl]-thiophene-2-carboxylic acid ethyl ester), Cl (HCl). Isolated yield 96.5%. As a reaction SMILES: C([O:3][C:4]([C:6]1[S:7][C:8]([CH:11]([S:15][C:16]2[CH:21]=[C:20]([CH3:22])[C:19]([C:23]3[CH:28]=[CH:27][C:26]([C:29]([F:32])([F:31])[F:30])=[CH:25][CH:24]=3)=[C:18]([CH3:33])[CH:17]=2)[CH:12]([CH3:14])[CH3:13])=[CH:9][CH:10]=1)=[O:5])C.[OH-].[Li+].Cl>C1COCC1>[CH3:33][C:18]1[CH:17]=[C:16]([S:15][CH:11]([C:8]2[S:7][C:6]([C:4]([OH:5])=[O:3])=[CH:10][CH:9]=2)[CH:12]([CH3:14])[CH3:13])[CH:21]=[C:20]([CH3:22])[C:19]=1[C:23]1[CH:24]=[CH:25][C:26]([C:29]([F:32])([F:30])[F:31])=[CH:27][CH:28]=1 |f:1.2|. Reported procedure: To a mixture of (±)-5-[1-(2,6-dimethyl-4′-trifluoromethyl-biphenyl-4-ylsulfanyl)-2-methyl-propyl]-thiophene-2-carboxylic acid ethyl ester (0.458 g, 0.961 mmol) in THF (9.0 mL) is added lithium hydroxide (1N aqueous, 9.0 mL). The mixture is warmed to 70° C. and stirred overnight. The reaction mixture is cooled to rt, acidified with 1N HCl (9.5 mL), extracted into ethyl acetate (3×25 mL), dried over MgSO4, and concentrated to provide (±)-5-[1-(2,6-dimethyl-4′-trifluoromethyl-biphenyl-4-ylsulfanyl)... Conditions: temperature 70 celsius, time 8 hour. The reactants are CC(C)(C)OO, C1CCCCC1, O=[Mo](=O)=O, O, CC1(C)CC(=O)CC(C)(C)N1O. Yields the product CC1(C)CC(=O)CC(C)(C)N1OC1CCCCC1. RXN SMILES: [C:7]([O:8][OH:9])([CH3:10])([CH3:11])[CH3:12].[CH2:1]1[CH2:2][CH2:3][CH2:4][CH2:5][CH2:6]1.[O:25]=[Mo:26](=[O:27])=[O:28].[OH2:29].[OH:13][N:14]1[C:15]([CH3:23])([CH3:24])[CH2:16][C:17](=[O:22])[CH2:18][C:19]1([CH3:20])[CH3:21]>>[CH:1]1([O:13][N:14]2[C:15]([CH3:23])([CH3:24])[CH2:16][C:17](=[O:22])[CH2:18][C:19]2([CH3:20])[CH3:21])[CH2:2][CH2:3][CH2:4][CH2:5][CH2:6]1.